From a dataset of the Open Reaction Database (ORD), a public repository of structured organic reaction records. describe an organic reaction: reactants, conditions, products, and yield Reactants: CNS(=O)(=O)c1ccc(C)cc1, Clc1cccc(Cl)n1, ClCCl, [H-], [Na+], [Na+], O=C([O-])O, CC(=O)[O-], CC(=O)[O-], CN(C)C=O, [Pd+2]. Product: Cc1ccc(S(=O)(=O)N(C)c2cccc(Cl)n2)cc1. As a reaction SMILES: [CH3:1][NH:2][S:3](=[O:4])(=[O:5])[c:6]1[cH:7][cH:8][c:9]([CH3:12])[cH:10][cH:11]1.[Cl:20][c:21]1[n:22][c:23]([Cl:27])[cH:24][cH:25][cH:26]1.[Cl:28][CH2:29][Cl:30].[H-:19].[Na+:18].[Na+:35].[O-:31][C:32]([OH:33])=[O:34].[O-:37][C:38]([CH3:39])=[O:40].[O-:41][C:42]([CH3:43])=[O:44].[O:13]=[CH:14][N:15]([CH3:16])[CH3:17].[Pd+2:36]>>[CH3:1][N:2]([S:3](=[O:4])(=[O:5])[c:6]1[cH:7][cH:8][c:9]([CH3:12])[cH:10][cH:11]1)[c:21]1[n:22][c:23]([Cl:27])[cH:24][cH:25][cH:26]1.